From a dataset of the Open Reaction Database (ORD), a public repository of structured organic reaction records. describe an organic reaction: reactants, conditions, products, and yield Starting materials: Cc1cc(CCCC(CC(=O)OC(C)(C)C)C(=O)NC(C(=O)O)C(C)(C)C)ccc1-c1ccccc1, CC(N)c1cccnc1. The product is Cc1cc(CCCC(CC(=O)OC(C)(C)C)C(=O)NC(C(=O)NC(C)c2cccnc2)C(C)(C)C)ccc1-c1ccccc1. Reaction SMILES: [C:1](=[O:2])([OH:3])[CH:4]([C:5]([CH3:6])([CH3:7])[CH3:8])[NH:9][C:10](=[O:11])[CH:12]([CH2:13][C:14](=[O:15])[O:16][C:17]([CH3:18])([CH3:19])[CH3:20])[CH2:21][CH2:22][CH2:23][c:24]1[cH:25][c:26]([CH3:36])[c:27](-[c:30]2[cH:31][cH:32][cH:33][cH:34][cH:35]2)[cH:28][cH:29]1.[n:37]1[cH:38][c:39]([CH:43]([CH3:44])[NH2:45])[cH:40][cH:41][cH:42]1>>[C:1](=[O:2])([CH:4]([C:5]([CH3:6])([CH3:7])[CH3:8])[NH:9][C:10](=[O:11])[CH:12]([CH2:13][C:14](=[O:15])[O:16][C:17]([CH3:18])([CH3:19])[CH3:20])[CH2:21][CH2:22][CH2:23][c:24]1[cH:25][c:26]([CH3:36])[c:27](-[c:30]2[cH:31][cH:32][cH:33][cH:34][cH:35]2)[cH:28][cH:29]1)[NH:45][CH:43]([c:39]1[cH:38][n:37][cH:42][cH:41][cH:40]1)[CH3:44]. Yields the product FC=1C=C2C(=CC=NC2=CC1)N1CCC(CC1)N (1-(6-Fluoro-quinolin-4-yl)-piperidin-4-ylamine). Reported procedure: Starting from 4-bromo-6-fluoroquinoline (commercial) and piperidin-4-yl-carbamic acid tert-butyl ester (commercial) the title compound was prepared according to procedure F followed by procedure E and was isolated as a yellow solid (223 mg, 40% over two steps). Reactants: BrC1=CC=NC2=CC=C(C=C12)F (4-bromo-6-fluoroquinoline), C(C)(C)(C)OC(NC1CCNCC1)=O (piperidin-4-yl-carbamic acid tert-butyl ester). As a reaction SMILES: Br[C:2]1[C:11]2[C:6](=[CH:7][CH:8]=[C:9]([F:12])[CH:10]=2)[N:5]=[CH:4][CH:3]=1.C(OC(=O)[NH:19][CH:20]1[CH2:25][CH2:24][NH:23][CH2:22][CH2:21]1)(C)(C)C>>[F:12][C:9]1[CH:10]=[C:11]2[C:6](=[CH:7][CH:8]=1)[N:5]=[CH:4][CH:3]=[C:2]2[N:23]1[CH2:24][CH2:25][CH:20]([NH2:19])[CH2:21][CH2:22]1.